describe an organic reaction: reactants, conditions, products, and yield From a dataset of the Open Reaction Database (ORD), a public repository of structured organic reaction records. As a reaction SMILES: [C:1]([O:5]O)(C)([CH3:3])[CH3:2].[CH2:7]=[CH:8][CH2:9][CH2:10][CH2:11][CH2:12][CH2:13][CH3:14]>C1(C)C=CC=CC=1>[CH3:2][C:1](=[O:5])[CH2:3][CH2:7][CH2:8][CH2:9][CH2:10][CH3:11].[CH2:7]=[CH:8][CH2:9][CH2:10][CH2:11][CH2:12][CH2:13][CH3:14]. Procedure details: 3 cc of 80% tert-butyl hydroperoxide (23 mmoles), 1 cc of 1-octene (6.5 mmoles), 2 cc of toluene, and 25.4 mg of PPA (0.1 mmole) prepared according to Example 1, are introduced into a heat-insulated glass reactor. An argon atmosphere is applied and stirring is performed at a temperature of 50° C. After 4 hours, it is found that 55% of 1-octene is converted and that 2-octanone is formed with a molar selectivity of 76% with respect to the converted 1-octene. The product is CC(CCCCCC)=O (2-octanone), C=CCCCCCC (1-octene). Starting materials: C(C)(C)(C)OO (tert-butyl hydroperoxide), C=CCCCCCC (1-octene), C=CCCCCCC (1-octene). Reaction conditions: time 4 hour. Solvent: C1(=CC=CC=C1)C (toluene). The reactants are [H-].[Na+] (Sodium hydride), NC=1SC(=NN1)SCCN(C(C)C)C(C)C (2-amino-5-diisopropylaminoethylthio-1,3,4-thiadiazole), C(C)(C)(C)C1=CC=C(C(=O)O)C=C1 (4-Tert-butylbenzoic acid), C(=O)(N1C=NC=C1)N1C=NC=C1 (carbonyldiimidazole). Solvent: O1CCCC1 (tetrahydrofuran), O1CCCC1 (tetrahydrofuran). Reaction conditions: time 4 hour. Yields the product C(C)(C)(C)C1=CC=C(C(=O)NC=2SC(=NN2)SCCN(C(C)C)C(C)C)C=C1 (2-(4-tert-butylbenzoyl)amino-5-diisopropylaminoethylthio-1,3,4-thiadiazole). Yield: 52.4%. RXN SMILES: [H-].[Na+].[NH2:3][C:4]1[S:5][C:6]([S:9][CH2:10][CH2:11][N:12]([CH:16]([CH3:18])[CH3:17])[CH:13]([CH3:15])[CH3:14])=[N:7][N:8]=1.[C:19]([C:23]1[CH:31]=[CH:30][C:26]([C:27](O)=[O:28])=[CH:25][CH:24]=1)([CH3:22])([CH3:21])[CH3:20].C(N1C=CN=C1)(N1C=CN=C1)=O>O1CCCC1>[C:19]([C:23]1[CH:24]=[CH:25][C:26]([C:27]([NH:3][C:4]2[S:5][C:6]([S:9][CH2:10][CH2:11][N:12]([CH:16]([CH3:18])[CH3:17])[CH:13]([CH3:14])[CH3:15])=[N:7][N:8]=2)=[O:28])=[CH:30][CH:31]=1)([CH3:22])([CH3:20])[CH3:21] |f:0.1|. Reported procedure: Sodium hydride (0.6 g) and 2-amino-5-diisopropylaminoethylthio-1,3,4-thiadiazole (2.6 g) were stirred in tetrahydrofuran (30 ml) for 30 minutes while being cooled with ice. 4-Tert-butylbenzoic acid (1.8 g) and carbonyldiimidazole (1.8 g) were stirred in tetrahydrofuran (30 ml) for 30 minutes at room temperature and the mixture was added to the former reaction mixture. The mixture was stirred for 4 hours at room temperature, and then concentrated under a vacuum. The residue, with water added ther... Starting materials: C(CC)(=O)NNC(=O)NCCOC1=CC=CC=C1 (1-propionyl-4-(2-phenoxyethyl)-semicarbazide), [OH-].[K+] (potassium hydroxide), Cl (hydrochloric acid). Run in O (water). Reaction conditions: temperature 95 celsius, time 40 minute. Product: C(C)C=1N(C(NN1)=O)CCOC1=CC=CC=C1 (5-ethyl-4-(2-phenoxyethyl)-2H-1,2,4-triazol-3(4H)-one). Yield: 63.5%. As a reaction SMILES: [OH-].[K+].[C:3]([NH:7][NH:8][C:9]([NH:11][CH2:12][CH2:13][O:14][C:15]1[CH:20]=[CH:19][CH:18]=[CH:17][CH:16]=1)=[O:10])(=O)[CH2:4][CH3:5].Cl>O>[CH2:4]([C:3]1[N:11]([CH2:12][CH2:13][O:14][C:15]2[CH:20]=[CH:19][CH:18]=[CH:17][CH:16]=2)[C:9](=[O:10])[NH:8][N:7]=1)[CH3:5] |f:0.1|. Procedure details: A solution of potassium hydroxide (88.4 g., 1.576 mole) in 10 liters of water is stirred and heated to 95° C.; then 1-propionyl-4-(2-phenoxyethyl)-semicarbazide (396.1 g., 1.576 mole) added and the mixture stirred at 95°-96° C. for a 40 min. period. Insolubles are collected and the filtrate stirred in an ice bath as 145 ml. (1.74 mole) of 37% hydrochloric acid is added. Stirring is continued with cooling to provide a white solid which is collected, rinsed with water and air dried to provide 233.... The reactants are CC(C)(C)N(C([O-])=O)[C@H](CC)C(=O)NC=1C=NC(=CC1)OC1=CC(=C(C=C1)C#N)C(C)C (1,1-dimethylethyl((1R)-1-{[(6-{[4-cyano-3-(1-methylethyl)phenyl]oxy}-3-pyridinyl)amino]carbonyl}propyl)carbamate), CC=1C=C(C=CC1)OC1=CC=C(N)C=C1 (4-[(3-methylphenyl)oxy]aniline), Cl (HCl). Run in ClCCl (dichloromethane), ClCCl (dichloromethane). Conditions: temperature 100 celsius, time 30 minute. The product is C[C@@H]1C(N(C(N1)=O)C1=CC=C(C=C1)OC1=CC(=CC=C1)C)=O ((5R)-5-methyl-3-{4-[(3-methylphenyl)oxy]phenyl}-2,4-imidazolidinedione). As a reaction SMILES: [CH3:1][C:2]1[CH:3]=[C:4]([O:8][C:9]2[CH:15]=[CH:14][C:12]([NH2:13])=[CH:11][CH:10]=2)[CH:5]=[CH:6][CH:7]=1.CC([N:20]([C@@H:24]([C:27](NC1C=NC(OC2C=CC(C#N)=C(C(C)C)C=2)=CC=1)=[O:28])[CH2:25]C)[C:21](=O)[O-:22])(C)C.Cl>ClCCl>[CH3:25][C@H:24]1[NH:20][C:21](=[O:22])[N:13]([C:12]2[CH:14]=[CH:15][C:9]([O:8][C:4]3[CH:5]=[CH:6][CH:7]=[C:2]([CH3:1])[CH:3]=3)=[CH:10][CH:11]=2)[C:27]1=[O:28]. Procedure: To 4-[(3-methylphenyl)oxy]aniline (90 mg, 0.45 mmol) in dichloromethane (1 mL) was added with shaking at 35° C. an aliquot of approximately 1/3 of solution 1 slowly via syringe (over ca. 1 min). After 30 min, HCl (ca. 0.8 mL) was added and the heterogeneous mixture was heated at 100° C. for 2 hours with shaking, allowing the dichloromethane to distill off through a glass capillary. After cooling to room temperature the aqueous HCl was pipetted off and the residue dried under vacuum. The residue ... Reactants: CNC1=C(C=CC=C1Cl)Cl (N-methyl-2,6-dichloroaniline), Cl (HCl), C1=C(C=CC=C1O)C (m-cresol), resultant mixture, N#CN (cyanamide), Cl (hydrogen chloride), [OH-].[Na+] (sodium hydroxide). The solvent is CCOCC (ether). The product is Cl.ClC1=C(C(=CC=C1)Cl)N(C(=N)N)C (1-(2,6-dichlorophenyl)-1-methylguanidine hydrochloride). Reaction SMILES: [CH3:1][NH:2][C:3]1[C:8]([Cl:9])=[CH:7][CH:6]=[CH:5][C:4]=1Cl.[ClH:11].C1C(O)=CC=CC=1C.[N:20]#[C:21][NH2:22].[OH-].[Na+]>CCOCC>[ClH:9].[Cl:11][C:4]1[CH:5]=[CH:6][CH:7]=[C:8]([Cl:9])[C:3]=1[N:2]([CH3:1])[C:21]([NH2:22])=[NH:20] |f:4.5,7.8|. Procedure: To 55.4 g (0.315 mole) of N-methyl-2,6-dichloroaniline is added 0.4 moles of ethereal HCl and 200 ml of m-cresol. The mixture is then stirred and heated on a steam bath to drive off the ether and excess hydrogen chloride. To the resultant mixture is then added 13.3 g (0.315 mole) of cyanamide then heated for 2 hours on a steam bath. The reaction mixture is then cooled, added to 150 ml of conc. sodium hydroxide solution, cooled and extracted with 2 liters of ether. The ether layer is washed with ... The reactants are COC(C(CC1=CC(=C(C(=C1)C)\C=C\C1=C(C=C(C=C1)C=1OC(=NN1)C1=CC=C(C=C1)Cl)[N+](=O)[O-])C)(C)C)=O (3-[4-((E)-2-{4-[5-(4-chloro-phenyl)-[1,3,4]oxadiazol-2-yl]-2-nitro-phenyl}-vinyl)-3,5-dimethyl-phenyl]-2,2-dimethyl-propionic acid methyl ester). Solvent: P(OCC)(OCC)OCC (triethyl phosphite). Product: COC(C(CC1=CC(=C(C(=C1)C)C=1NC2=CC(=CC=C2C1)C=1OC(=NN1)C1=CC=C(C=C1)Cl)C)(C)C)=O (3-(4-{6-[5-(4-Chloro-phenyl)-[1,3,4]oxadiazol-2-yl]-1H-indol-2-yl}-3,5-dimethyl-phenyl)-2,2-dimethyl-propionic acid methyl ester). Reaction SMILES: [CH3:1][O:2][C:3](=[O:39])[C:4]([CH3:38])([CH3:37])[CH2:5][C:6]1[CH:11]=[C:10]([CH3:12])[C:9](/[CH:13]=[CH:14]/[C:15]2[CH:20]=[CH:19][C:18]([C:21]3[O:22][C:23]([C:26]4[CH:31]=[CH:30][C:29]([Cl:32])=[CH:28][CH:27]=4)=[N:24][N:25]=3)=[CH:17][C:16]=2[N+:33]([O-])=O)=[C:8]([CH3:36])[CH:7]=1>P(OCC)(OCC)OCC>[CH3:1][O:2][C:3](=[O:39])[C:4]([CH3:38])([CH3:37])[CH2:5][C:6]1[CH:11]=[C:10]([CH3:12])[C:9]([C:13]2[NH:33][C:16]3[C:15]([CH:14]=2)=[CH:20][CH:19]=[C:18]([C:21]2[O:22][C:23]([C:26]4[CH:31]=[CH:30][C:29]([Cl:32])=[CH:28][CH:27]=4)=[N:24][N:25]=2)[CH:17]=3)=[C:8]([CH3:36])[CH:7]=1. Procedure: Slurry 3-[4-((E)-2-{4-[5-(4-chloro-phenyl)-[1,3,4]oxadiazol-2-yl]-2-nitro-phenyl}-vinyl)-3,5-dimethyl-phenyl]-2,2-dimethyl-propionic acid methyl ester (245 mg, 0.449 mmol) in triethyl phosphite (6 mL) and heat to 160° C. for 2 h under N2. Concentrate the reaction under reduced pressure. Purify the concentrate by silica gel chromatography (5-35% EtOAc/HEP) to afford 3-(4-{6-[5-(4-Chloro-phenyl)-[1,3,4]oxadiazol-2-yl]-1H-indol-2-yl}-3,5-dimethyl-phenyl)-2,2-dimethyl-propionic acid methyl ester as ... Yields the product CC1=C(C=CC(=C1)[N+](=O)[O-])C(O)C1=NC=CC=C1 ((2-methyl-4-nitrophenyl)(pyridin-2-yl)methanol). The solvent is O1CCCC1 (tetrahydrofuran), C(C)OCC (diethylether). Conditions: temperature -78 celsius, time 30 minute. Reaction SMILES: Br[C:2]1[CH:7]=[CH:6][CH:5]=[CH:4][N:3]=1.CCCCCC.C([Li])CCC.[CH3:19][C:20]1[CH:27]=[C:26]([N+:28]([O-:30])=[O:29])[CH:25]=[CH:24][C:21]=1[CH:22]=[O:23].O>C(OCC)C.O1CCCC1>[CH3:19][C:20]1[CH:27]=[C:26]([N+:28]([O-:30])=[O:29])[CH:25]=[CH:24][C:21]=1[CH:22]([C:2]1[CH:7]=[CH:6][CH:5]=[CH:4][N:3]=1)[OH:23] |f:1.2|. Procedure: 2-bromopyridine (0.9 ml) was dissolved in diethylether (30 ml), and the mixture was cooled to −78° C. under argon atmosphere. 1.6M n-butyllithium hexane solution (5.9 ml) was added dropwise to the solution, and the mixture was stirred for 30 minutes. The reaction solution was added dropwise to a solution of 2-methyl-4-nitrobenzaldehyde (1.3 g) in tetrahydrofuran (30 ml) at −78° C. The mixture was allowed to be at room temperature and stirred overnight, and water was added to the mixture. The mix... Reactants: CC1=C(C=O)C=CC(=C1)[N+](=O)[O-] (2-methyl-4-nitrobenzaldehyde), O (water), BrC1=NC=CC=C1 (2-bromopyridine), CCCCCC.C(CCC)[Li] (n-butyllithium hexane). Starting materials: C(C1=CC=CC=C1)(=O)OC(CC)[C@@H]1C[C@@H]2[C@@H](OC(O2)(C)C)O1 (1-[(3aR,5S,6aR)-2,2-dimethyl-3a,5,6,6a-tetrahydrofuro[2,3-d][1,3]dioxol-5-yl]propyl benzoate), C(C1=CC=CC=C1)(=O)OC(CC)[C@@H]1C[C@@H]2[C@@H](OC(O2)(C)C)O1 (1-[(3aR,5S,6aR)-2,2-dimethyl-3a,5,6,6a-tetrahydrofuro[2,3-d][1,3]dioxol-5-yl]propyl benzoate), C(C)(=O)OC(C)=O (acetic anhydride), S(O)(O)(=O)=O (sulfuric acid). Run in C(C)(=O)O (acetic acid), C(Cl)(Cl)Cl (chloroform), CCOC(=O)C (EtOAc). Conditions: time 8 hour. Yields the product C(C1=CC=CC=C1)(=O)OC(CC)[C@H]1OC([C@@H](C1)OC(C)=O)OC(C)=O (1-[(2S,4R)-4,5-diacetoxytetrahydrofuran-2-yl]propyl benzoate). RXN SMILES: [C:1]([O:9][CH:10]([C@H:13]1[O:22][C@@H:16]2[O:17][C:18]([CH3:21])(C)[O:19][C@@H:15]2[CH2:14]1)[CH2:11][CH3:12])(=[O:8])[C:2]1[CH:7]=[CH:6][CH:5]=[CH:4][CH:3]=1.[C:23]([O:26]C(=O)C)(=[O:25])[CH3:24].S(=O)(=O)(O)O>C(O)(=O)C.C(Cl)(Cl)Cl.CCOC(C)=O>[C:1]([O:9][CH:10]([C@@H:13]1[CH2:14][C@@H:15]([O:19][C:18](=[O:17])[CH3:21])[CH:16]([O:26][C:23](=[O:25])[CH3:24])[O:22]1)[CH2:11][CH3:12])(=[O:8])[C:2]1[CH:3]=[CH:4][CH:5]=[CH:6][CH:7]=1. Procedure: To a stirred solution of 1-[(3aR,5S,6aR)-2,2-dimethyl-3a,5,6,6a-tetrahydrofuro[2,3-d][1,3]dioxol-5-yl]propyl benzoate (compound 26a, 6.73 g, 22.0 mmol) and acetic anhydride (11 mL) in acetic acid (44 mL) and chloroform (11 mL) was added concentrated sulfuric acid (200 uL) dropwise. After being stirred at room temperature overnight, the resulted mixture was diluted with EtOAc (100 mL) and washed with a saturated aqueous solution of NaHCO3 (100 mL) three times. The combined organic layers were dri...